From a dataset of the Open Reaction Database (ORD), a public repository of structured organic reaction records. describe an organic reaction: reactants, conditions, products, and yield The reactants are [H-].[Na+] (NaH), CCCCCC (Hexane), C(C1=CC=CC=C1)Br (benzyl bromide), CC=1NC2=CC=C(C=C2C1)[N+](=O)[O-] (2-methyl-5-nitro-1H-indole). Solvent: CN(C)C=O (DMF), O (water). Reaction conditions: time 0.33 hour. The product is CC=1N(C2=CC=C(C=C2C1)[N+](=O)[O-])CC1=CC=CC=C1 (2-methyl-5-nitro-1-(phenylmethyl)-1H-indole). The yield is 75.1%. Reaction SMILES: CCCCCC.[H-].[Na+].[CH3:9][C:10]1[NH:11][C:12]2[C:17]([CH:18]=1)=[CH:16][C:15]([N+:19]([O-:21])=[O:20])=[CH:14][CH:13]=2.[CH2:22](Br)[C:23]1[CH:28]=[CH:27][CH:26]=[CH:25][CH:24]=1>O.CN(C=O)C>[CH3:9][C:10]1[N:11]([CH2:22][C:23]2[CH:28]=[CH:27][CH:26]=[CH:25][CH:24]=2)[C:12]2[C:17]([CH:18]=1)=[CH:16][C:15]([N+:19]([O-:21])=[O:20])=[CH:14][CH:13]=2 |f:1.2|. Reported procedure: Hexane was used to wash 80 mg (2.0 mmol) of 60% NaH/mineral oil and 6 mL of DMF was added followed by 352 mg (2.0 mmol) of 2-methyl-5-nitro-1H-indole. After 0.33 hours, 0.24 mL (2.0 mmol) of benzyl bromide was added, stirred 0.5 hours and diluted with water. The mixture was extracted with EtOAc, the EtOAc washed with a saturated NaCl solution, dried MgSO4) and on concentrating at reduced pressure, crystals formed. These were washed with MeOH to give 400 mg (75% yield) of 2-methyl-5-nitro-1-(phen... Reactants: CN(C)C=O, Cc1nc(-c2cccc(C(F)(F)F)c2)ccc1CCl, [H-], [Na+], O, Oc1ccc(CCCCn2ccnn2)cc1. Yields the product Cc1nc(-c2cccc(C(F)(F)F)c2)ccc1COc1ccc(CCCCn2ccnn2)cc1. Reaction SMILES: [CH3:39][N:40]([CH3:41])[CH:42]=[O:43].[Cl:19][CH2:20][c:21]1[c:22]([CH3:37])[n:23][c:24](-[c:27]2[cH:28][c:29]([C:33]([F:34])([F:35])[F:36])[cH:30][cH:31][cH:32]2)[cH:25][cH:26]1.[H-:1].[Na+:2].[OH2:38].[n:3]1([CH2:8][CH2:9][CH2:10][CH2:11][c:12]2[cH:13][cH:14][c:15]([OH:18])[cH:16][cH:17]2)[n:4][n:5][cH:6][cH:7]1>>[n:3]1([CH2:8][CH2:9][CH2:10][CH2:11][c:12]2[cH:13][cH:14][c:15]([O:18][CH2:20][c:21]3[c:22]([CH3:37])[n:23][c:24](-[c:27]4[cH:28][c:29]([C:33]([F:34])([F:35])[F:36])[cH:30][cH:31][cH:32]4)[cH:25][cH:26]3)[cH:16][cH:17]2)[n:4][n:5][cH:6][cH:7]1. Starting materials: ClC=1N=NC(=CC1)Cl (3,6-dichloropyridazine), CC1=C(C=CC=C1)O (2-methylphenol), C([O-])([O-])=O.[K+].[K+] (potassium carbonate). Solvent: C(C)(=O)OCC (ethyl acetate). Conditions: temperature 160 celsius, time 6 hour. Product: ClC=1N=NC(=CC1)OC1=C(C=CC=C1)C (3-chloro-6-(2-methylphenoxy)pyridazine). Isolated yield 56.7%. RXN SMILES: [Cl:1][C:2]1[N:3]=[N:4][C:5](Cl)=[CH:6][CH:7]=1.[CH3:9][C:10]1[CH:15]=[CH:14][CH:13]=[CH:12][C:11]=1[OH:16].C(=O)([O-])[O-].[K+].[K+]>C(OCC)(=O)C>[Cl:1][C:2]1[N:3]=[N:4][C:5]([O:16][C:11]2[CH:12]=[CH:13][CH:14]=[CH:15][C:10]=2[CH3:9])=[CH:6][CH:7]=1 |f:2.3.4|. Reported procedure: A mixture of 278.7 g (1.87 mol) of 3,6-dichloropyridazine, 202.3 g (1.87 mol) of 2-methylphenol and 259 g (1.87 mol) of potassium carbonate was stirred at 160° C. for 6 hours. The reaction mixture was cooled to 70° C. and 2 L of ethyl acetate was added. This mixture was washed successively with 1 mol/L sodium hydroxide aqueous solution (4×500 mL), water (4×500 mL) and brine (50 mL), and dried over anhydrous magnesium sulfate. The solvent was removed, and isopropyl ether was added to the residue ... Reactants: CCCNc1cccc(C(c2ccc(C(=O)N(CC)CC)cc2)N2CCN(CCOC)CC2)c1, CCC=O, O=C(O)C(F)(F)F, CCN(CC)C(=O)c1ccc(C(c2cccc(N)c2)N2CCN(CCCOC)CC2)cc1. Product: CCCNc1cccc(C(c2ccc(C(=O)N(CC)CC)cc2)N2CCN(CCCOC)CC2)c1. Reaction SMILES: [CH2:1]([CH3:2])[N:3]([C:4]([c:5]1[cH:6][cH:7][c:8]([CH:11]([c:12]2[cH:13][c:14]([NH:18][CH2:19][CH2:20][CH3:21])[cH:15][cH:16][cH:17]2)[N:22]2[CH2:23][CH2:24][N:25]([CH2:28][CH2:29][O:30][CH3:31])[CH2:26][CH2:27]2)[cH:9][cH:10]1)=[O:32])[CH2:33][CH3:34].[CH:67](=[O:68])[CH2:69][CH3:70].[F:71][C:72]([F:73])([F:74])[C:75]([OH:76])=[O:77].[NH2:35][c:36]1[cH:37][c:38]([CH:39]([N:40]2[CH2:41][CH2:42][N:43]([CH2:62][CH2:63][CH2:64][O:65][CH3:66])[CH2:44][CH2:45]2)[c:46]2[cH:47][cH:48][c:49]([C:50]([N:51]([CH2:52][CH3:53])[CH2:54][CH3:55])=[O:56])[cH:57][cH:58]2)[cH:59][cH:60][cH:61]1>>[CH2:1]([CH3:2])[N:3]([C:4]([c:5]1[cH:6][cH:7][c:8]([CH:11]([c:12]2[cH:13][c:14]([NH:18][CH2:19][CH2:20][CH3:21])[cH:15][cH:16][cH:17]2)[N:22]2[CH2:23][CH2:24][N:25]([CH2:62][CH2:63][CH2:64][O:65][CH3:66])[CH2:26][CH2:27]2)[cH:9][cH:10]1)=[O:32])[CH2:33][CH3:34]. The reactants are COC(C)(C)C, O=C(c1cn(Cc2cc(F)cc(F)c2)c2cc(Cl)ccc12)C(F)(F)F, [H-], [Na+], CN(C)C=O, O. The product is O=C(O)c1cn(Cc2cc(F)cc(F)c2)c2cc(Cl)ccc12. Reaction SMILES: [CH3:34][O:35][C:36]([CH3:37])([CH3:38])[CH3:39].[Cl:1][c:2]1[cH:3][cH:4][c:5]2[c:6]([C:20]([C:21]([F:22])([F:23])[F:24])=[O:25])[cH:7][n:8]([CH2:11][c:12]3[cH:13][c:14]([F:19])[cH:15][c:16]([F:18])[cH:17]3)[c:9]2[cH:10]1.[H-:26].[Na+:27].[O:29]=[CH:30][N:31]([CH3:32])[CH3:33].[OH2:28]>>[Cl:1][c:2]1[cH:3][cH:4][c:5]2[c:6]([C:20]([OH:25])=[O:28])[cH:7][n:8]([CH2:11][c:12]3[cH:13][c:14]([F:19])[cH:15][c:16]([F:18])[cH:17]3)[c:9]2[cH:10]1.